From a dataset of the Open Reaction Database (ORD), a public repository of structured organic reaction records. describe an organic reaction: reactants, conditions, products, and yield The reactants are C(Cl)(Cl)(Cl)Cl (carbon tetrachloride), [Mg] (Magnesium), C1(CC1)C(CC(=O)OC(C)(C)C)=O (Tert-butyl 3-cyclopropyl-3-oxopropanoate). Run in CO (methanol). Conditions: temperature 50 celsius. Yields the product [Mg].C1(CC1)C(CC(=O)OC(C)(C)C)=O (tert-butyl 3-cyclopropyl-3-oxopropanoate magnesium salt). Isolated yield 132.1%. RXN SMILES: [Mg:1].C(Cl)(Cl)(Cl)Cl.[CH:7]1([C:10](=[O:19])[CH2:11][C:12]([O:14][C:15]([CH3:18])([CH3:17])[CH3:16])=[O:13])[CH2:9][CH2:8]1>CO>[Mg:1].[CH:7]1([C:10](=[O:19])[CH2:11][C:12]([O:14][C:15]([CH3:17])([CH3:16])[CH3:18])=[O:13])[CH2:9][CH2:8]1 |f:4.5|. Procedure details: Magnesium (3.0 g) was stirred in methanol, carbon tetrachloride (0.5 ml) added and the mixture warmed at 50° C. until the metal had dissolved (1.5 hours). Tert-butyl 3-cyclopropyl-3-oxopropanoate (20.0 g) was then added dropwise and the mixture heated under reflux conditions for 1 hour. The solvent was evaporated and re-evaporated after addition of toluene to give tert-butyl 3-cyclopropyl-3-oxopropanoate magnesium salt (29.9 g) as a white solid, m.p. >300° C., IR max (C═O) 1520, 1540; (C—O) 1350... Starting materials: NC(=S)N (thiourea), [Si]([O-])([O-])([O-])[O-].[Na+].[Na+].[Na+].[Na+] (sodium silicate), C(C1=CC=CO1)=O (furfural). The product is [Si](O)(O)(O)O.NC(=S)N.C(C1=CC=CO1)=O (furfural thiourea silicate). RXN SMILES: [NH2:1][C:2]([NH2:4])=[S:3].[Si:5]([O-:9])([O-:8])([O-:7])[O-:6].[Na+].[Na+].[Na+].[Na+].[CH:14](=[O:20])[C:15]1[O:19][CH:18]=[CH:17][CH:16]=1>>[Si:5]([OH:9])([OH:8])([OH:7])[OH:6].[NH2:1][C:2]([NH2:4])=[S:3].[CH:14](=[O:20])[C:15]1[O:19][CH:18]=[CH:17][CH:16]=1 |f:1.2.3.4.5,7.8.9|. Reported procedure: About 1 mol of thiourea (Component B), 1 mol of hydrated silica (Component A), 0.5 mol of sodium silicate (Component A) and 2 mols of furfural (Component C) are mixed, then heated to 60° C. to 100° C. for 20 to 120 minutes, thereby producing a poly(furfural thiourea silicate) resinous product.